Dataset: the Open Reaction Database (ORD), a public repository of structured organic reaction records. Task: describe an organic reaction: reactants, conditions, products, and yield The reactants are COC1=C(C2=CC=CC=C2C=C1)CONC(C)=O (O-[(2-Methoxynaphth-1-yl)Methyl]-N-Acetylhydroxylamine), C(C)(=O)Cl (acetic acid chloride), C(\C=C\C)(=O)Cl (crotonic acid chloride). Yields the product COC1=C(C2=CC=CC=C2C=C1)CONC(\C=C\C)=O (O-[(2-Methoxynaphth-1-yl)Methyl]-N-Crotonyl-Hydroxylamine). Reaction SMILES: [CH3:1][O:2][C:3]1[CH:12]=[CH:11][C:10]2[C:5](=[CH:6][CH:7]=[CH:8][CH:9]=2)[C:4]=1[CH2:13][O:14][NH:15][C:16](=[O:18])[CH3:17].[C:19](Cl)(=O)[CH3:20].C(Cl)(=O)/C=C/C>>[CH3:1][O:2][C:3]1[CH:12]=[CH:11][C:10]2[C:5](=[CH:6][CH:7]=[CH:8][CH:9]=2)[C:4]=1[CH2:13][O:14][NH:15][C:16](=[O:18])/[CH:17]=[CH:19]/[CH3:20]. Procedure details: By carrying out the procedure in the same manner as for the synthesis of the compound of Example 7, but replacing, in the acylation step, acetic acid chloride with crotonic acid chloride, the title compound is obtained.